This data is from the Open Reaction Database (ORD), a public repository of structured organic reaction records. The task is: describe an organic reaction: reactants, conditions, products, and yield Reactants: C(C1CO1)OC1=CC=C(C=C1)C(C)(C)C (4-tert-butylphenyl glycidyl ether), N1CCC(CC1)CNC(=O)N1C(N(C2=C1C=CC=C2)C)=O (3-methyl-2-oxo-2,3-dihydro-benzimidazole-1-carboxylic acid (piperidin-4-ylmethyl)-amide). Yields the product N1CCC(CC1)CNC(=O)N1C(N(C2=C1C=CC=C2)C(C)C)=O (3-isopropyl-2-oxo-2,3-dihydro-benzimidazole-1-carboxylic acid (piperidin-4-ylmethyl)-amide), O1CC1COC1=CC=CC=C1 (1,2-epoxy-3-phenoxypropane), title compound. As a reaction SMILES: [NH:1]1[CH2:6][CH2:5][CH:4]([CH2:7][NH:8][C:9]([N:11]2[C:15]3C=CC=[CH:19][C:14]=3[N:13](C)[C:12]2=[O:21])=[O:10])[CH2:3][CH2:2]1.[CH2:22]([O:26][C:27]1[CH:32]=[CH:31][C:30](C(C)(C)C)=[CH:29][CH:28]=1)[CH:23]1[O:25][CH2:24]1>>[NH:1]1[CH2:6][CH2:5][CH:4]([CH2:7][NH:8][C:9]([N:11]2[C:32]3[CH:31]=[CH:30][CH:29]=[CH:28][C:27]=3[N:13]([CH:14]([CH3:15])[CH3:19])[C:12]2=[O:21])=[O:10])[CH2:3][CH2:2]1.[O:25]1[CH:23]([CH2:22][O:26][C:27]2[CH:28]=[CH:29][CH:30]=[CH:31][CH:32]=2)[CH2:24]1. Procedure details: The procedure given in Example 104 was followed using 3-methyl-2-oxo-2,3-dihydro-benzimidazole-1-carboxylic acid (piperidin-4-ylmethyl)-amide and 4-tert-butylphenyl glycidyl ether as a reactant, instead of 3-isopropyl-2-oxo-2,3-dihydro-benzimidazole-1-carboxylic acid (piperidin-4-ylmethyl)-amide and 1,2-epoxy-3-phenoxypropane, to give the title compound. Yields the product NC1C(OC2=C(NC1=O)C=C(C=C2)F)CC2=CC=CC=C2 (7-Amino-6-benzyl-2-fluoro-6,7-dihydro-9H-5-oxa-9-aza-benzocyclohepten-8-one). RXN SMILES: [CH2:1]([CH:8]1[CH:14]([N:15](CC2C=CC=CC=2)CC2C=CC=CC=2)[C:13](=[O:30])[NH:12][C:11]2[CH:31]=[C:32]([F:35])[CH:33]=[CH:34][C:10]=2[O:9]1)[C:2]1[CH:7]=[CH:6][CH:5]=[CH:4][CH:3]=1>CO.[Pd]>[NH2:15][CH:14]1[C:13](=[O:30])[NH:12][C:11]2[CH:31]=[C:32]([F:35])[CH:33]=[CH:34][C:10]=2[O:9][CH:8]1[CH2:1][C:2]1[CH:3]=[CH:4][CH:5]=[CH:6][CH:7]=1. Solvent: CO (methanol). The reagents and catalysts are [Pd] (Pd/C). Procedure details: The title compound was prepared by hydrogenation of (+)-(6R,7R or 6S,7S)-6-benzyl-7-dibenzylamino-2-fluoro-6,7-dihydro-9H-5-oxa-9-aza-benzocyclohepten-8-one in methanol with Pd/C (10%), MS m/e (%): 287.1 (M+H+, 100). Starting materials: C(C1=CC=CC=C1)C1OC2=C(NC(C1N(CC1=CC=CC=C1)CC1=CC=CC=C1)=O)C=C(C=C2)F (6-benzyl-7-dibenzylamino-2-fluoro-6,7-dihydro-9H-5-oxa-9-aza-benzocyclohepten-8-one). The reactants are CCOC(=O)c1ccc(Cc2nc(CO)no2)cc1, CCOC(=O)c1cccc(Cc2nc(COc3ccc(OC)cc3)no2)c1. Product: CCOC(=O)c1cccc(Cc2nc(CO)no2)c1. RXN SMILES: [CH2:1]([O:2][C:3](=[O:4])[c:5]1[cH:6][cH:7][c:8]([CH2:9][c:10]2[o:11][n:12][c:13]([CH2:14][OH:15])[n:16]2)[cH:17][cH:18]1)[CH3:19].[CH2:20]([CH3:21])[O:22][C:23]([c:24]1[cH:25][c:26]([CH2:30][c:31]2[n:32][c:33]([CH2:36][O:37][c:38]3[cH:39][cH:40][c:41]([O:42][CH3:43])[cH:44][cH:45]3)[n:34][o:35]2)[cH:27][cH:28][cH:29]1)=[O:46]>>[CH2:20]([CH3:21])[O:22][C:23]([c:24]1[cH:25][c:26]([CH2:30][c:31]2[n:32][c:33]([CH2:36][OH:37])[n:34][o:35]2)[cH:27][cH:28][cH:29]1)=[O:46]. Reactants: ClC1=C(C(=C(C=C1OC)OC)Cl)C1=NC=C2C(=N1)NN=C2I (6-(2,6-dichloro-3,5-dimethoxyphenyl)-3-iodo-1H-pyrazolo[3,4-d]pyrimidine), C(C)N1C(C2=CC=C(C=C2CC1)B1OC(C(O1)(C)C)(C)C)=O (2-ethyl-6-(4,4,5,5-tetramethyl-1,3,2-dioxaborolan-2-yl)-3,4-dihydroisoquinolin-1(2H)-one). The product is ClC1=C(C(=C(C=C1OC)OC)Cl)C1=NC=C2C(=N1)NN=C2C=2C=C1CCN(C(C1=CC2)=O)CC (6-[6-(2,6-dichloro-3,5-dimethoxyphenyl)-1H-pyrazolo[3,4-d]pyrimidin-3-yl]-2-ethyl-3,4-dihydroisoquinolin-1(2H)-one). As a reaction SMILES: [Cl:1][C:2]1[C:7]([O:8][CH3:9])=[CH:6][C:5]([O:10][CH3:11])=[C:4]([Cl:12])[C:3]=1[C:13]1[N:18]=[C:17]2[NH:19][N:20]=[C:21](I)[C:16]2=[CH:15][N:14]=1.[CH2:23]([N:25]1[CH2:34][CH2:33][C:32]2[C:27](=[CH:28][CH:29]=[C:30](B3OC(C)(C)C(C)(C)O3)[CH:31]=2)[C:26]1=[O:44])[CH3:24]>>[Cl:1][C:2]1[C:7]([O:8][CH3:9])=[CH:6][C:5]([O:10][CH3:11])=[C:4]([Cl:12])[C:3]=1[C:13]1[N:18]=[C:17]2[NH:19][N:20]=[C:21]([C:30]3[CH:31]=[C:32]4[C:27](=[CH:28][CH:29]=3)[C:26](=[O:44])[N:25]([CH2:23][CH3:24])[CH2:34][CH2:33]4)[C:16]2=[CH:15][N:14]=1. Reported procedure: This compound was prepared by using procedures analogous to those described for the synthesis of Example 8, Step 2 starting from 6-(2,6-dichloro-3,5-dimethoxyphenyl)-3-iodo-1H-pyrazolo[3,4-d]pyrimidine and 2-ethyl-6-(4,4,5,5-tetramethyl-1,3,2-dioxaborolan-2-yl)-3,4-dihydroisoquinolin-1(2H)-one. LCMS (M+H)+=498.1/500.0. Starting materials: FC(C)(F)C1=CC=C(CC(C(=O)OCC)C(=O)C2=CC=C(C=C2)F)C=C1 (ethyl 2-[4-(1,1-difluoroethyl)benzyl]-3-(4-fluorophenyl)-3-oxopropionate), Cl (hydrochloric acid). Reagents/catalysts: [BH4-].[Zn+2].[BH4-] (zinc borohydride). The solvent is C(C)OCC (diethyl ether). Conditions: time 2 hour. Product: FC(C)(F)C1=CC=C(CC(C(=O)OCC)C(O)C2=CC=C(C=C2)F)C=C1 (ethyl (2RS,3RS)-2-[4-(1,1-difluoroethyl)benzyl]-3-(4-fluorophenyl)-3-hydroxypropionate). Reaction SMILES: [F:1][C:2]([C:5]1[CH:26]=[CH:25][C:8]([CH2:9][CH:10]([C:16]([C:18]2[CH:23]=[CH:22][C:21]([F:24])=[CH:20][CH:19]=2)=[O:17])[C:11]([O:13][CH2:14][CH3:15])=[O:12])=[CH:7][CH:6]=1)([F:4])[CH3:3].Cl>C(OCC)C.[BH4-].[Zn+2].[BH4-]>[F:1][C:2]([C:5]1[CH:26]=[CH:25][C:8]([CH2:9][CH:10]([CH:16]([C:18]2[CH:19]=[CH:20][C:21]([F:24])=[CH:22][CH:23]=2)[OH:17])[C:11]([O:13][CH2:14][CH3:15])=[O:12])=[CH:7][CH:6]=1)([F:4])[CH3:3] |f:3.4.5|. Procedure: While stirring zinc chloride (1.91 g, 14.0 mmol) in diethyl ether (50 ml), sodium borohydride (1.06 g, 28.1 mmol) was added at room temperature and the mixture was stirred as it was for 2 hrs. The insoluble material of the mixture was removed by filtration and washed with diethyl ether to give a solution of zinc borohydride in diethyl ether. To the obtained solution was added a solution of ethyl 2-[4-(1,1-difluoroethyl)benzyl]-3-(4-fluorophenyl)-3-oxopropionate (2.556 g, 7.015 mmol) in diethyl e... Starting materials: BrC1=C2C=C[C@H]3[C@@H]4CCC([C@@]4(C)CC[C@@H]3[C@]2(CCC1=O)C)=O (4-bromoandrosta-4,6-diene-3,17-dione), [NH4+].[OH-] (NH4OH). Run in O1CCOCC1 (dioxane). Run at temperature 75 celsius, time 8 hour. Product: NC1=C2C=C[C@H]3[C@@H]4CCC([C@@]4(C)CC[C@@H]3[C@]2(CCC1=O)C)=O (4-aminoandrosta-4,6-diene-3,17-dione). Yield: 28.0%. As a reaction SMILES: Br[C:2]1[C:19](=[O:20])[CH2:18][CH2:17][C@@:16]2([CH3:21])[C:3]=1[CH:4]=[CH:5][C@@H:6]1[C@@H:15]2[CH2:14][CH2:13][C@@:11]2([CH3:12])[C@H:7]1[CH2:8][CH2:9][C:10]2=[O:22].[NH4+:23].[OH-]>O1CCOCC1>[NH2:23][C:2]1[C:19](=[O:20])[CH2:18][CH2:17][C@@:16]2([CH3:21])[C:3]=1[CH:4]=[CH:5][C@@H:6]1[C@@H:15]2[CH2:14][CH2:13][C@@:11]2([CH3:12])[C@H:7]1[CH2:8][CH2:9][C:10]2=[O:22] |f:1.2|. Procedure: A mixture of 4-bromoandrosta-4,6-diene-3,17-dione (545 mg, 1.5 mmole), dioxane (15 ml) and 30% NH4OH aqueous solution (30 ml) is stirred at 75° C. in a pressure vessel during 8 hours. After cooling to room temperature, the reaction mixture is worked up as described in the Example I. There are obtained 126 mg (0.42 mmole, 28% yield) of the title compound as a yellowish solid.